describe an organic reaction: reactants, conditions, products, and yield From a dataset of the Open Reaction Database (ORD), a public repository of structured organic reaction records. The reactants are COC(C1=C(C=C(C(=C1)OC)OC)C(C1=CC(=C(C(=C1)OC)OC)OC)=O)OC (4,5-Dimethoxy-2-(3,4,5-trimethoxybenzoyl)benzaldehyde dimethyl acetal). Run in CC(=O)C (acetone), O (water). Reaction conditions: time 2 hour. Product: COC1=CC(=C(C(=O)O)C=C1OC)C(C1=CC(=C(C(=C1)OC)OC)OC)=O (4,5-dimethoxy-2-(3,4,5-trimethoxybenzoyl)benzoic acid). Yield: 1.1%. Reaction SMILES: C[O:2][CH:3]([O:28]C)[C:4]1[CH:9]=[C:8]([O:10][CH3:11])[C:7]([O:12][CH3:13])=[CH:6][C:5]=1[C:14](=[O:27])[C:15]1[CH:20]=[C:19]([O:21][CH3:22])[C:18]([O:23][CH3:24])=[C:17]([O:25][CH3:26])[CH:16]=1>CC(C)=O.O>[CH3:13][O:12][C:7]1[C:8]([O:10][CH3:11])=[CH:9][C:4]([C:3]([OH:28])=[O:2])=[C:5]([C:14](=[O:27])[C:15]2[CH:16]=[C:17]([O:25][CH3:26])[C:18]([O:23][CH3:24])=[C:19]([O:21][CH3:22])[CH:20]=2)[CH:6]=1. Procedure: 4,5-Dimethoxy-2-(3,4,5-trimethoxybenzoyl)benzaldehyde dimethyl acetal (1.0 g) is dissolved with heating in a mixture of acetone (15 ml) and water (0.5 ml), and thereto is added an acidic ion-exchange resin (IRA-20) (50 nig). The mixture is stirred at room temperature for two hours. After the reaction is complete, the acidic resin is removed by filtration, and the filtrate is concentrated under reduced pressure. The residue is dissolved in dioxane (12 ml), and thereto are added resorcinol (456 ni... Reactants: CCCCCCCCOc1ccc(-c2ccc([N+](=O)[O-])cc2)cc1, CCOC(C)=O, [H][H]. The product is CCCCCCCCOc1ccc(-c2ccc(N)cc2)cc1. RXN SMILES: [CH2:1]([CH2:2][CH2:3][CH2:4][CH2:5][CH2:6][CH2:7][CH3:8])[O:9][c:10]1[cH:11][cH:12][c:13](-[c:16]2[cH:17][cH:18][c:19]([N+:22]([O-:23])=[O:24])[cH:20][cH:21]2)[cH:14][cH:15]1.[CH3:27][CH2:28][O:29][C:30](=[O:31])[CH3:32].[H:25][H:26]>>[CH2:1]([CH2:2][CH2:3][CH2:4][CH2:5][CH2:6][CH2:7][CH3:8])[O:9][c:10]1[cH:11][cH:12][c:13](-[c:16]2[cH:17][cH:18][c:19]([NH2:22])[cH:20][cH:21]2)[cH:14][cH:15]1. Starting materials: CCOC(=O)c1c(OCc2ccccc2)c2n(c1C(=O)CBr)CCN(C)C2=O, [H-], [Na+], CN(C)C=O, O=S1(=O)CCCCN1. Product: CCOC(=O)c1c(OCc2ccccc2)c2n(c1C(=O)CN1CCCCS1(=O)=O)CCN(C)C2=O. As a reaction SMILES: [Br:11][CH2:12][C:13](=[O:14])[c:15]1[c:16]([C:34](=[O:35])[O:36][CH2:37][CH3:38])[c:17]([O:26][CH2:27][c:28]2[cH:29][cH:30][cH:31][cH:32][cH:33]2)[c:18]2[n:19]1[CH2:20][CH2:21][N:22]([CH3:25])[C:23]2=[O:24].[H-:9].[Na+:10].[O:39]=[CH:40][N:41]([CH3:42])[CH3:43].[S:1]1(=[O:7])(=[O:8])[NH:2][CH2:3][CH2:4][CH2:5][CH2:6]1>>[S:1]1(=[O:7])(=[O:8])[N:2]([CH2:12][C:13](=[O:14])[c:15]2[c:16]([C:34](=[O:35])[O:36][CH2:37][CH3:38])[c:17]([O:26][CH2:27][c:28]3[cH:29][cH:30][cH:31][cH:32][cH:33]3)[c:18]3[n:19]2[CH2:20][CH2:21][N:22]([CH3:25])[C:23]3=[O:24])[CH2:3][CH2:4][CH2:5][CH2:6]1. Starting materials: C1(=CC=C(C=C1)[C@@H]([C@H](C)N)CC1=CC(=C(C=C1)Cl)Cl)C1=CC=CC=C1 ((1S,2S)-2-(4-biphenylyl)-3-(3,4-dichlorophenyl)-1-methylpropylamine), C(CCCCC(=O)[O-])(=O)OCC (monoethyl adipate), Cl.C(C)N=C=NCCCN(C)C (1-ethyl-3-(3-dimethyaminopropyl)carbodiimide hydrochloride). The reagents and catalysts are CN(C1=CC=NC=C1)C (4-dimethylaminopyridine). The solvent is C(Cl)Cl (methylene chloride), C(C)OCC (ethyl ether). Product: C1(=CC=C(C=C1)[C@@H]([C@H](C)NC(=O)CCCCC(=O)O)CC1=CC(=C(C=C1)Cl)Cl)C1=CC=CC=C1 (5-[N-{(1S,2S)-2-(4-biphenylyl)-3-(3,4-dichlorophenyl)-1-methylpropyl}carbamoyl]pentanoic acid). Isolated yield 49.5%. RXN SMILES: [C:1]1([C:20]2[CH:25]=[CH:24][CH:23]=[CH:22][CH:21]=2)[CH:6]=[CH:5][C:4]([C@H:7]([CH2:11][C:12]2[CH:17]=[CH:16][C:15]([Cl:18])=[C:14]([Cl:19])[CH:13]=2)[C@@H:8]([NH2:10])[CH3:9])=[CH:3][CH:2]=1.[C:26](OCC)(=[O:34])[CH2:27][CH2:28][CH2:29][CH2:30][C:31]([O-:33])=[O:32].Cl.C(N=C=NCCCN(C)C)C>CN(C)C1C=CN=CC=1.C(Cl)Cl.C(OCC)C>[C:1]1([C:20]2[CH:21]=[CH:22][CH:23]=[CH:24][CH:25]=2)[CH:2]=[CH:3][C:4]([C@H:7]([CH2:11][C:12]2[CH:17]=[CH:16][C:15]([Cl:18])=[C:14]([Cl:19])[CH:13]=2)[C@@H:8]([NH:10][C:26]([CH2:27][CH2:28][CH2:29][CH2:30][C:31]([OH:33])=[O:32])=[O:34])[CH3:9])=[CH:5][CH:6]=1 |f:2.3|. Procedure: 24 mg of (1S,2S)-2-(4-biphenylyl)-3-(3,4-dichlorophenyl)-1-methylpropylamine obtained in Example 115, 14 mg of monoethyl adipate and 10 mg of 4-dimethylaminopyridine were dissolved in 2 ml of methylene chloride, and 15 mg of 1-ethyl-3-(3-dimethyaminopropyl)carbodiimide hydrochloride was added thereto with stirring under cooling with ice. The mixture was stirred at room temperature for 3 hours. The reaction solution was diluted with ethyl ether, then sequentially washed with a 10% citric acid aqu... Reactants: ClC(Cl)(OC(OC(Cl)(Cl)Cl)=O)Cl (triphosgen), O(C1=CC=CC=C1)CCO (2-phenoxyethanol), NC1=CC(=C(C(=O)N2CCCCC3=C2C=CC=C3)C=C1)Cl (1-(4-amino-2-chlorobenzoyl)-2,3,4,5-tetrahydro-1H-benzazepine), N1CCCCC1 (piperidine). The solvent is C(Cl)(Cl)Cl (chloroform), C(Cl)(Cl)Cl (chloroform). Run at temperature 0 celsius, time 1 hour. The product is O(C1=CC=CC=C1)CCOC(=O)NC1=CC(=C(C(=O)N2CCCCC3=C2C=CC=C3)C=C1)Cl (1-[4-(2-phenoxyethoxy-carbonylamino)-2-chlorobenzoyl]-2,3,4,5-tetrahydro-1H-benzazepine). Yield: 115.2%. As a reaction SMILES: ClC(Cl)(O[C:5](=[O:11])[O:6][C:7](Cl)(Cl)Cl)Cl.[O:13]([CH2:20]CO)[C:14]1[CH:19]=[CH:18][CH:17]=[CH:16][CH:15]=1.[NH2:23][C:24]1[CH:42]=[CH:41][C:27]([C:28]([N:30]2[C:36]3[CH:37]=[CH:38][CH:39]=[CH:40][C:35]=3[CH2:34][CH2:33][CH2:32][CH2:31]2)=[O:29])=[C:26]([Cl:43])[CH:25]=1.N1CCCCC1>C(Cl)(Cl)Cl>[O:13]([CH2:20][CH2:7][O:6][C:5]([NH:23][C:24]1[CH:42]=[CH:41][C:27]([C:28]([N:30]2[C:36]3[CH:37]=[CH:38][CH:39]=[CH:40][C:35]=3[CH2:34][CH2:33][CH2:32][CH2:31]2)=[O:29])=[C:26]([Cl:43])[CH:25]=1)=[O:11])[C:14]1[CH:15]=[CH:16][CH:17]=[CH:18][CH:19]=1. Procedure: To chloroform (5 ml) is added triphosgen (0.72 g), and thereto is added with stirring 2-phenoxyethanol (1.0 g) under ice-cooling, during which the temperature of the reaction solution is kept at below 10° C., and the mixture is stirred at 0° C. for one hour. To the reaction solution are added with stirring dropwise 1-(4-amino-2-chlorobenzoyl)-2,3,4,5-tetrahydro-1H-benzazepine (1.9 g) and a solution of piperidine (2.5 g) in chloroform (30 ml) under ice-cooling. The mixture is stirred at room temp... Starting materials: CS(=O)(=O)OCC=1C(=NC=C(C1)Cl)[C@H](C(C)C)NC(=O)OC(C)(C)C ((S)-(2-(1-((tert-butoxycarbonyl)amino)-2-methylpropyl)-5-chloropyridin-3-yl)methyl methanesulfonate), ClC=1C=C(C(=NC1)[C@H](C(C)C)NC(OC(C)(C)C)=O)CCl (tert-butyl(S)-(1-(5-chloro-3-(chloromethyl)pyridin-2-yl)-2-methylpropyl)carbamate), [H-].[Na+] (sodium hydride). Run in C1CCOC1 (THF). Run at time 15 hour. Yields the product ClC=1C=C2C(=NC1)[C@@H](N(C2)C(=O)OC(C)(C)C)C(C)C (tert-butyl(S)-3-chloro-7-isopropyl-5,7-dihydro-6H-pyrrolo[3,4-b]pyridine-6-carboxylate). Yield: 85.0%. RXN SMILES: CS(O[CH2:6][C:7]1[C:8]([C@@H:14]([NH:18][C:19]([O:21][C:22]([CH3:25])([CH3:24])[CH3:23])=[O:20])[CH:15]([CH3:17])[CH3:16])=[N:9][CH:10]=[C:11]([Cl:13])[CH:12]=1)(=O)=O.ClC1C=C(CCl)C([C@@H](NC(=O)OC(C)(C)C)C(C)C)=NC=1.[H-].[Na+]>C1COCC1>[Cl:13][C:11]1[CH:12]=[C:7]2[CH2:6][N:18]([C:19]([O:21][C:22]([CH3:25])([CH3:24])[CH3:23])=[O:20])[C@@H:14]([CH:15]([CH3:17])[CH3:16])[C:8]2=[N:9][CH:10]=1 |f:2.3|. Procedure: To a solution of (S)-(2-(1-((tert-butoxycarbonyl)amino)-2-methylpropyl)-5-chloropyridin-3-yl)methyl methanesulfonate and tert-butyl(S)-(1-(5-chloro-3-(chloromethyl)pyridin-2-yl)-2-methylpropyl)carbamate (3:1 mixture, 6.39 g, 16.9 mmol) in THF (75 mL) at 0° C. was added sodium hydride (60% dispersion in mineral oil, 811 mg, 20.3 mmol). The mixture was warmed to rt and stirred for 15 h, at which point it was quenched with saturated aqueous ammonium chloride solution (100 mL). The aqueous phase was... Reactants: O (water), NC=1C(=NC(=CN1)Br)C(=O)N (3-Amino-6-bromopyrazine-2-carboxamide), C(=O)([O-])[O-].[Na+].[Na+] (Na2CO3), O=P(Cl)(Cl)Cl (POCl3). Run in C(C)(=O)OCC (Ethyl acetate), [Cl-].[Na+].O (brine), Cl (HCl), N1=CC=CC=C1 (pyridine). Conditions: time 2.5 hour. Yields the product NC=1C(=NC(=CN1)Br)C#N (3-Amino-6-bromopyrazine-2-carbonitrile). Isolated yield 57.4%. As a reaction SMILES: [NH2:1][C:2]1[C:3]([C:9]([NH2:11])=O)=[N:4][C:5]([Br:8])=[CH:6][N:7]=1.O=P(Cl)(Cl)Cl.C([O-])([O-])=O.[Na+].[Na+].O>N1C=CC=CC=1.[Cl-].[Na+].O.Cl.C(OCC)(=O)C>[NH2:1][C:2]1[C:3]([C:9]#[N:11])=[N:4][C:5]([Br:8])=[CH:6][N:7]=1 |f:2.3.4,7.8.9|. Procedure: 3-Amino-6-bromopyrazine-2-carboxamide (1.5 g, 7 mmol) was dissolved in pyridine (15 mL). The solution was then cooled in an ice bath and POCl3 (2 mL) was drop wise added. The resulting mixture was stirred at room temperature for 2.5 h. The solvent was removed and the residue was quenched by the careful addition of ice cooled Na2CO3 (5 mmol). Ethyl acetate was added (45 mL) and the organic layer was separated, washed with brine (5 mL), HCl (0.1 M aqueous solution, 1 mL) and water (5 mmol), dried ... Reactants: COC=1C=C(C=C(C1OC)OC)NC(NC=1SC=C(N1)C(C(=O)OCC)=O)=O (ethyl 2-[3-(3,4,5-trimethoxyphenyl)ureido]thiazol-4-ylglyoxylate), N (ammonia), S1C(=S)N(C(=O)C1)CC(=O)O (rhodanine-3-acetic acid), [Cl-].[NH4+] (ammonium chloride). The solvent is C(C)O (ethanol). The product is O.C(C)OC(=O)C(C=1N=C(SC1)NC(=O)NC1=CC(=C(C(=C1)OC)OC)OC)=C1C(N(C(S1)=S)CC(=O)O)=O.O.O.C(C)OC(=O)C(C=1N=C(SC1)NC(=O)NC1=CC(=C(C(=C1)OC)OC)OC)=C1C(N(C(S1)=S)CC(=O)O)=O (5-{1-Ethoxycarbonyl-1-[2-[3-(3,4,5-trimethoxyphenyl)ureido]thiazol-4-yl]methylene}rhodanine-3-acetic acid sesquihydrate). RXN SMILES: [CH3:1][O:2][C:3]1[CH:4]=[C:5]([NH:13][C:14](=[O:28])[NH:15][C:16]2[S:17][CH:18]=[C:19]([C:21](=O)[C:22]([O:24][CH2:25][CH3:26])=[O:23])[N:20]=2)[CH:6]=[C:7]([O:11][CH3:12])[C:8]=1[O:9][CH3:10].[S:29]1[CH2:35][C:33](=[O:34])[N:32]([CH2:36][C:37]([OH:39])=[O:38])[C:30]1=[S:31].[Cl-].[NH4+].N>C(O)C>[OH2:2].[CH2:25]([O:24][C:22]([C:21](=[C:35]1[S:29][C:30](=[S:31])[N:32]([CH2:36][C:37]([OH:39])=[O:38])[C:33]1=[O:34])[C:19]1[N:20]=[C:16]([NH:15][C:14]([NH:13][C:5]2[CH:4]=[C:3]([O:2][CH3:1])[C:8]([O:9][CH3:10])=[C:7]([O:11][CH3:12])[CH:6]=2)=[O:28])[S:17][CH:18]=1)=[O:23])[CH3:26].[OH2:2].[OH2:2].[CH2:25]([O:24][C:22]([C:21](=[C:35]1[S:29][C:30](=[S:31])[N:32]([CH2:36][C:37]([OH:39])=[O:38])[C:33]1=[O:34])[C:19]1[N:20]=[C:16]([NH:15][C:14]([NH:13][C:5]2[CH:4]=[C:3]([O:2][CH3:1])[C:8]([O:9][CH3:10])=[C:7]([O:11][CH3:12])[CH:6]=2)=[O:28])[S:17][CH:18]=1)=[O:23])[CH3:26] |f:2.3,6.7.8.9.10|. Procedure: Following a procedure similar to that described in Example 1, the desired compound was prepared from 1.1 g of ethyl 2-[3-(3,4,5-trimethoxyphenyl)ureido]thiazol-4-ylglyoxylate. 0.48 9 of rhodanine-3-acetic acid. 0.25 g of ammonium chloride. 0.25 ml of 28% v/v aqueous ammonia and ml of ethanol, in the form of brown prismatic crystals having the following physical properties. The reactants are C(#N)[BH3-].[Na+] (sodium cyanoborohydride), O1C=CC2=C1C=CC(=C2)CC(C)=O (1-(benzofur-5-yl)-2-propanone), C(C)(=O)[O-].[NH4+] (ammonium acetate), 3A. The solvent is CO (methanol). Reaction conditions: time 1 hour. Yields the product O1C=CC2=C1C=CC(=C2)CC(C)N (1-(benzofur-5-yl)-2-aminopropane). Isolated yield 49.9%. Reaction SMILES: [O:1]1[C:5]2[CH:6]=[CH:7][C:8]([CH2:10][C:11](=O)[CH3:12])=[CH:9][C:4]=2[CH:3]=[CH:2]1.C([O-])(=O)C.[NH4+].C([BH3-])#[N:20].[Na+]>CO>[O:1]1[C:5]2[CH:6]=[CH:7][C:8]([CH2:10][CH:11]([NH2:20])[CH3:12])=[CH:9][C:4]=2[CH:3]=[CH:2]1 |f:1.2,3.4|. Procedure: A mixture of 1 gm (5.7 mMol) 1-(benzofur-5-yl)-2-propanone, 8.9 gm (115 mMol) ammonium acetate, and 2.8 gm powdered 3A molecular sieves in 60 mL methanol was stirred at room temperature for 1 hour. To this mixture were then added 5.8 mL (5.8 mMol) sodium cyanoborohydride (1.0 M in tetrahydrofuran) and the mixture was stirred for an additional 5 hours at room temperature under a nitrogen atmosphere. The reaction mixture was then filtered over a pad of celite and the pad was rinsed with 200 mL met... Reactants: CN(C)C=O, FC(F)Cl, CCOC(=O)c1cc(F)c(F)c(O)c1F, [H-], [Na+]. The product is CCOC(=O)c1cc(F)c(F)c(OC(F)F)c1F. RXN SMILES: [CH3:22][N:23]([CH3:24])[CH:25]=[O:26].[Cl:18][CH:19]([F:20])[F:21].[F:3][c:4]1[c:5]([C:6](=[O:7])[O:8][CH2:9][CH3:10])[cH:11][c:12]([F:17])[c:13]([F:16])[c:14]1[OH:15].[H-:1].[Na+:2]>>[F:3][c:4]1[c:5]([C:6](=[O:7])[O:8][CH2:9][CH3:10])[cH:11][c:12]([F:17])[c:13]([F:16])[c:14]1[O:15][CH:19]([F:20])[F:21].